From a dataset of the Open Reaction Database (ORD), a public repository of structured organic reaction records. describe an organic reaction: reactants, conditions, products, and yield Starting materials: BrC=1C=C(C=2C=NN(C2C1)S(=O)(=O)C1=CC=CC=C1)N (6-Bromo-1-(phenylsulfonyl)-1H-indazol-4-amine), solvent, CC1(OB(OC1(C)C)C1=C2C=CNC2=CC=C1)C (4-(4,4,5,5-tetramethyl-1,3,2-dioxaborolan-2-yl)-1H-indole), C([O-])([O-])=O.[Na+].[Na+] (sodium carbonate). The reagents and catalysts are C1=CC=C(C=C1)P([C-]2C=CC=C2)C3=CC=CC=C3.C1=CC=C(C=C1)P([C-]2C=CC=C2)C3=CC=CC=C3.Cl[Pd]Cl.[Fe+2] (Pd(dppf)Cl2). Solvent: O1CCOCC1 (1,4-dioxane), O (water). Reaction conditions: temperature 100 celsius. The product is N1C=CC2=C(C=CC=C12)C=1C=C(C=2C=NN(C2C1)S(=O)(=O)C1=CC=CC=C1)N (6-(1H-Indol-4-yl)-1-(phenylsulfonyl)-1H-indazol-4-amine). RXN SMILES: Br[C:2]1[CH:3]=[C:4]([NH2:20])[C:5]2[CH:6]=[N:7][N:8]([S:11]([C:14]3[CH:19]=[CH:18][CH:17]=[CH:16][CH:15]=3)(=[O:13])=[O:12])[C:9]=2[CH:10]=1.CC1(C)C(C)(C)OB([C:29]2[CH:37]=[CH:36][CH:35]=[C:34]3[C:30]=2[CH:31]=[CH:32][NH:33]3)O1.C(=O)([O-])[O-].[Na+].[Na+]>O1CCOCC1.O.C1C=CC(P(C2C=CC=CC=2)[C-]2C=CC=C2)=CC=1.C1C=CC(P(C2C=CC=CC=2)[C-]2C=CC=C2)=CC=1.Cl[Pd]Cl.[Fe+2]>[NH:33]1[C:34]2[C:30](=[C:29]([C:2]3[CH:3]=[C:4]([NH2:20])[C:5]4[CH:6]=[N:7][N:8]([S:11]([C:14]5[CH:19]=[CH:18][CH:17]=[CH:16][CH:15]=5)(=[O:13])=[O:12])[C:9]=4[CH:10]=3)[CH:37]=[CH:36][CH:35]=2)[CH:31]=[CH:32]1 |f:2.3.4,7.8.9.10|. Procedure details: 6-Bromo-1-(phenylsulfonyl)-1H-indazol-4-amine (3 g, 8.52 mmol), 4-(4,4,5,5-tetramethyl-1,3,2-dioxaborolan-2-yl)-1H-indole (2.278 g, 9.37 mmol), Pd(dppf)Cl2 (0.623 g, 0.852 mmol) and sodium carbonate (2.71 g, 25.6 mmol) were divided between 2× microwave vials and dissolved in 1,4-dioxane (16 mL) and water (16 mL); 8 ml of each solvent in each vial. The vials were heated in the microwave at 100° C. for 10 min. The mixtures were combined and filtered through Celite, washing with EtOAc. The resultin... Starting materials: ClC=1C(=CC(=C(C1)C(CC(=O)OC)CCCC)OC)O (methyl 3-(5-chloro-4-hydroxy-2-methoxyphenyl)heptanoate), BrCCCBr (1,3-dibromopropane). Product: ClC=1C(=CC(=C(C1)C(CC(=O)OC)CCCC)OC)OCCCBr (methyl 3-[5-chloro-2-methoxy-4-(3-bromopropoxy)phenyl]heptanoate). Reaction SMILES: [Cl:1][C:2]1[C:3]([OH:20])=[CH:4][C:5]([O:18][CH3:19])=[C:6]([CH:8]([CH2:14][CH2:15][CH2:16][CH3:17])[CH2:9][C:10]([O:12][CH3:13])=[O:11])[CH:7]=1.[Br:21][CH2:22][CH2:23][CH2:24]Br>>[Cl:1][C:2]1[C:3]([O:20][CH2:24][CH2:23][CH2:22][Br:21])=[CH:4][C:5]([O:18][CH3:19])=[C:6]([CH:8]([CH2:14][CH2:15][CH2:16][CH3:17])[CH2:9][C:10]([O:12][CH3:13])=[O:11])[CH:7]=1. Procedure details: Following a similar procedure to that described in Preparation 45A(i), but using methyl 3-(5-chloro-4-hydroxy-2-methoxyphenyl)heptanoate (prepared as described in Preparation 56B) and 1,3-dibromopropane, methyl 3-[5-chloro-2-methoxy-4-(3-bromopropoxy)phenyl]heptanoate was obtained as an oily substance. Reactants: C[Si](Cl)(C)C (trimethylchlorosilane), C(#N)[BH3-].[Na+] (sodium cyanoborohydride), BrC(C(=O)OCC)(C)C (ethyl bromoisobutyrate), COC=1C=C(CC#N)C=CC1 (m-methoxybenzylcyanide), N (ammonia). The reagents and catalysts are [Zn] (zinc). The solvent is ClCCl (dichloromethane), C(C)O (ethanol), O1CCCC1 (tetrahydrofuran). Run at time 20 minute. Yields the product NC(C(C(=O)OCC)(C)C)C (ethyl 3-amino-2,2-dimethylbutanoate). RXN SMILES: C[Si](C)(C)Cl.Br[C:7]([CH3:14])([CH3:13])[C:8]([O:10][CH2:11][CH3:12])=[O:9].[CH3:15]OC1C=C(C=CC=1)CC#N.[C:26]([BH3-])#[N:27].[Na+].N>ClCCl.[Zn].C(O)C.O1CCCC1>[NH2:27][CH:26]([CH3:15])[C:7]([CH3:14])([CH3:13])[C:8]([O:10][CH2:11][CH3:12])=[O:9] |f:3.4|. Procedure: 229.3 g (3.5 mol) of zinc in 3.0 liters of dichloromethane are mixed with 230 ml of trimethylchlorosilane under nitrogen and stirred for 20 minutes at ambient temperature. Then 1.1 liters of absolute tetrahydrofuran are added and the mixture is heated to reflux temperature. To this mixture is added dropwise a mixture of 500 g (2.6 mol) of ethyl bromoisobutyrate (1) and 226.4 g (1.5 mol) of m-methoxybenzylcyanide (2) and the resulting mixture is then refluxed for 1.5 hours. It is allowed to cool,... Starting materials: C(C=C)(=O)Cl (Acryloyl chloride), C1(=CC=CC=C1)N (phenylamine), TEA. The solvent is C1CCOC1 (THF). Conditions: time 3 hour. Product: C1(=CC=CC=C1)NC(C=C)=O (N1-Phenylacrylamide). Yield: 79.0%. As a reaction SMILES: [C:1](Cl)(=[O:4])[CH:2]=[CH2:3].[C:6]1([NH2:12])[CH:11]=[CH:10][CH:9]=[CH:8][CH:7]=1>C1COCC1>[C:6]1([NH:12][C:1](=[O:4])[CH:2]=[CH2:3])[CH:11]=[CH:10][CH:9]=[CH:8][CH:7]=1. Reported procedure: Acryloyl chloride (28.5 mL; 350 mmol) was added to a stirred solution of phenylamine (30 mL; 320 mmol) and TEA (56 mL; 400 mmol) in THF (1 L) at 0° C. The reaction mixture was stirred for 3 h, poured onto brine and extracted with diethyl ether. The organic layer was dried, concentrated and recrystallized from hexane:EtOAc (3:1) to give the sub-title compound in a 79% yield. Starting materials: COC(N[C@@H](C(C)C)C(=O)N1[C@@H](C[C@@H](C1)C)C=1NC2=C(N1)C1=CC=C(C=C1C=C2)B2OC(C(O2)(C)C)(C)C)=O (((S)-2-methyl-1-{(2S,4S)-4-methyl-2-[7-(4,4,5,5-tetramethyl-[1,3,2]dioxaborolan-2-yl)-3H-naphtho[1,2-d]imidazol-2-yl]-pyrrolidine-1-carbonyl}-propyl)-carbamic acid methyl ester), COC(C1=CC(=C(C=C1)Br)OC(F)(F)F)=O (4-bromo-3-trifluoromethoxy-benzoic acid methyl ester), C([O-])([O-])=O.[K+].[K+] (potassium carbonate). The reagents and catalysts are C1=CC=C(C=C1)P([C-]2C=CC=C2)C3=CC=CC=C3.C1=CC=C(C=C1)P([C-]2C=CC=C2)C3=CC=CC=C3.Cl[Pd]Cl.[Fe+2] (Pd(dppf)Cl2). The solvent is C1(=CC=CC=C1)C (toluene), O (water), C(C)(=O)OCC (ethyl acetate). Reaction conditions: temperature 100 celsius, time 8 hour. Yields the product COC(C1=CC(=C(C=C1)C=1C=C2C=CC3=C(N=C(N3)[C@H]3N(C[C@H](C3)C)C([C@H](C(C)C)NC(=O)OC)=O)C2=CC1)OC(F)(F)F)=O (4-{2-[(2S,4S)-1-((S)-2-Methoxycarbonylamino-3-methyl-butyryl)-4-methyl-pyrrolidin-2-yl]-3H-naphth[1,2-d]imidazol-7-yl}-3-trifluoromethoxy-benzoic acid methyl ester). Isolated yield 96.4%. As a reaction SMILES: [CH3:1][O:2][C:3](=[O:39])[NH:4][C@H:5]([C:9]([N:11]1[CH2:15][C@@H:14]([CH3:16])[CH2:13][C@H:12]1[C:17]1[NH:18][C:19]2[CH:29]=[CH:28][C:27]3[C:22](=[CH:23][CH:24]=[C:25](B4OC(C)(C)C(C)(C)O4)[CH:26]=3)[C:20]=2[N:21]=1)=[O:10])[CH:6]([CH3:8])[CH3:7].[CH3:40][O:41][C:42](=[O:55])[C:43]1[CH:48]=[CH:47][C:46](Br)=[C:45]([O:50][C:51]([F:54])([F:53])[F:52])[CH:44]=1.C(=O)([O-])[O-].[K+].[K+]>C1(C)C=CC=CC=1.O.C(OCC)(=O)C.C1C=CC(P(C2C=CC=CC=2)[C-]2C=CC=C2)=CC=1.C1C=CC(P(C2C=CC=CC=2)[C-]2C=CC=C2)=CC=1.Cl[Pd]Cl.[Fe+2]>[CH3:40][O:41][C:42](=[O:55])[C:43]1[CH:48]=[CH:47][C:46]([C:25]2[CH:26]=[C:27]3[C:22](=[CH:23][CH:24]=2)[C:20]2[N:21]=[C:17]([C@@H:12]4[CH2:13][C@H:14]([CH3:16])[CH2:15][N:11]4[C:9](=[O:10])[C@@H:5]([NH:4][C:3]([O:2][CH3:1])=[O:39])[CH:6]([CH3:7])[CH3:8])[NH:18][C:19]=2[CH:29]=[CH:28]3)=[C:45]([O:50][C:51]([F:52])([F:54])[F:53])[CH:44]=1 |f:2.3.4,8.9.10.11|. Reported procedure: A solution of ((S)-2-methyl-1-{(2S,4S)-4-methyl-2-[7-(4,4,5,5-tetramethyl-[1,3,2]dioxaborolan-2-yl)-3H-naphtho[1,2-d]imidazol-2-yl]-pyrrolidine-1-carbonyl}-propyl)-carbamic acid methyl ester (250 mg, 0.48 mmol; Preparation 13), 4-bromo-3-trifluoromethoxy-benzoic acid methyl ester (140 mg, 0.47 mmol), and potassium carbonate (323 mg, 2.34 mmol) in toluene (2 mL) and water (0.5 mL) was purged with nitrogen for 5 min, then Pd(dppf)Cl2 (20.5 mg, 0.029 mmol) was added. The reaction mixture was stirre... Reactants: CCOC(C)=O, CCOC(C)=O, Cl, CCCCCS(=O)(=O)NC(=O)c1ccc(-c2ccc(CCN(CC(O)c3ccccc3)C(=O)OC(C)(C)C)cc2)cc1OC(C)C. The product is Cl, CCCCCS(=O)(=O)NC(=O)c1ccc(-c2ccc(CCNCC(O)c3ccccc3)cc2)cc1OC(C)C. Reaction SMILES: [C:47]([O:48][CH2:49][CH3:50])(=[O:51])[CH3:52].[CH3:54][CH2:55][O:56][C:57](=[O:58])[CH3:59].[ClH:53].[OH:1][CH:2]([CH2:3][N:4]([C:5](=[O:6])[O:7][C:8]([CH3:9])([CH3:10])[CH3:11])[CH2:12][CH2:13][c:14]1[cH:15][cH:16][c:17](-[c:20]2[cH:21][c:22]([O:37][CH:38]([CH3:39])[CH3:40])[c:23]([C:26](=[O:27])[NH:28][S:29](=[O:30])(=[O:31])[CH2:32][CH2:33][CH2:34][CH2:35][CH3:36])[cH:24][cH:25]2)[cH:18][cH:19]1)[c:41]1[cH:42][cH:43][cH:44][cH:45][cH:46]1>>[ClH:53].[OH:1][CH:2]([CH2:3][NH:4][CH2:12][CH2:13][c:14]1[cH:15][cH:16][c:17](-[c:20]2[cH:21][c:22]([O:37][CH:38]([CH3:39])[CH3:40])[c:23]([C:26](=[O:27])[NH:28][S:29](=[O:30])(=[O:31])[CH2:32][CH2:33][CH2:34][CH2:35][CH3:36])[cH:24][cH:25]2)[cH:18][cH:19]1)[c:41]1[cH:42][cH:43][cH:44][cH:45][cH:46]1. Reactants: C(C1=CC=CC=C1)N (monobenzylamine), C(C1=CC=CC=C1)OC(=O)N(C)CC(=O)N[C@@H](CCC)C(=O)N[C@@H](C)C(=O)N[C@@H](C)P(O)(O)=O ((1R)-1-[(N-benzyloxycarbonyl-sarcosyl-L-norvalyl-L-alanyl)-amino]-ethylphosphonic acid). The product is N(C)CC(=O)N[C@@H](CCC)C(=O)N[C@@H](C)C(=O)N[C@@H](C)P(O)(O)=O ((1R)-1-(N-sarcosyl-L-norvalyl-L-alanylamino)-ethylphosphonic acid). Procedure: In a manner analogous to that described in Example 5(A)(iii), from the monobenzylamine salt of (1R)-1-[(N-benzyloxycarbonyl-sarcosyl-L-norvalyl-L-alanyl)-amino]-ethylphosphonic acid there was obtained (1R)-1-(N-sarcosyl-L-norvalyl-L-alanylamino)-ethylphosphonic acid of melting point 277°-279° C. (decomposition); [α]D20 =-96.0°; [α]36520 =-348° (c=0.51% in water). Reaction SMILES: C(N)C1C=CC=CC=1.C(O[C:17]([N:19]([CH2:21][C:22]([NH:24][C@H:25]([C:29]([NH:31][C@H:32]([C:34]([NH:36][C@H:37]([P:39](=[O:42])([OH:41])[OH:40])[CH3:38])=[O:35])[CH3:33])=[O:30])[CH2:26][CH2:27][CH3:28])=[O:23])C)=O)C1C=CC=CC=1>>[NH:19]([CH2:21][C:22]([NH:24][C@H:25]([C:29]([NH:31][C@H:32]([C:34]([NH:36][C@H:37]([P:39](=[O:40])([OH:42])[OH:41])[CH3:38])=[O:35])[CH3:33])=[O:30])[CH2:26][CH2:27][CH3:28])=[O:23])[CH3:17].